From a dataset of the Open Reaction Database (ORD), a public repository of structured organic reaction records. describe an organic reaction: reactants, conditions, products, and yield The reactants are CCCCO, CCN(C(C)C)C(C)C, Fc1cnc(Cl)nc1Nc1cc(C2CC2)[nH]n1, Cl, CC(N)c1ncc(F)cn1. Yields the product CC(Nc1ncc(F)c(Nc2cc(C3CC3)[nH]n2)n1)c1ncc(F)cn1. Reaction SMILES: [CH2:38]([OH:39])[CH2:40][CH2:41][CH3:42].[CH:29]([N:30]([CH2:31][CH3:32])[CH:33]([CH3:34])[CH3:35])([CH3:36])[CH3:37].[Cl:12][c:13]1[n:14][cH:15][c:16]([F:28])[c:17]([NH:19][c:20]2[n:21][nH:22][c:23]([CH:25]3[CH2:26][CH2:27]3)[cH:24]2)[n:18]1.[ClH:1].[F:2][c:3]1[cH:4][n:5][c:6]([CH:9]([CH3:10])[NH2:11])[n:7][cH:8]1>>[F:2][c:3]1[cH:4][n:5][c:6]([CH:9]([CH3:10])[NH:11][c:13]2[n:14][cH:15][c:16]([F:28])[c:17]([NH:19][c:20]3[n:21][nH:22][c:23]([CH:25]4[CH2:26][CH2:27]4)[cH:24]3)[n:18]2)[n:7][cH:8]1. The reactants are C(C)(=O)SCC(C(=O)N1[C@H](C(=O)O)CCC1)CC1=CC=CC=C1 (1-(3-Acetylthio-2-benzylpropanoyl)-L-proline), N (ammonia). The product is SCC(C(=O)N1[C@H](C(=O)O)CCC1)CC1=CC=CC=C1 (1-(3-mercapto-2-benzylpropanoyl)-L-proline). As a reaction SMILES: C([S:4][CH2:5][CH:6]([CH2:17][C:18]1[CH:23]=[CH:22][CH:21]=[CH:20][CH:19]=1)[C:7]([N:9]1[CH2:16][CH2:15][CH2:14][C@H:10]1[C:11]([OH:13])=[O:12])=[O:8])(=O)C.N>>[SH:4][CH2:5][CH:6]([CH2:17][C:18]1[CH:23]=[CH:22][CH:21]=[CH:20][CH:19]=1)[C:7]([N:9]1[CH2:16][CH2:15][CH2:14][C@H:10]1[C:11]([OH:13])=[O:12])=[O:8]. Reported procedure: 1-(3-Acetylthio-2-benzylpropanoyl)-L-proline is treated with methanolic ammonia according to the procedure of Example 34 to obtain 1-(3-mercapto-2-benzylpropanoyl)-L-proline. The reactants are C(C1=CC=CC=C1)N1CC(CC1=O)(C(=O)OCC)C(=O)[O-] (Monoethyl 1-benzyl-5-oxopyrrolidine-3,3-dicarboxylate), Example 1 ( 2 ), Example 1 ( 1 ), C(C1=CC=CC=C1)NC (N-benzyl-N-methylamine). Yields the product C(C1=CC=CC=C1)N1CC(CC1=O)(C(=O)OCC)C(N(C)CC1=CC=CC=C1)=O (Ethyl 1-benzyl-3-(N-benzyl-N-methylcarbamoyl)-5-oxopyrrolidine-3-carboxylate). Yield: 78.7%. As a reaction SMILES: [CH2:1]([N:8]1[C:12](=[O:13])[CH2:11][C:10]([C:19]([O-:21])=O)([C:14]([O:16][CH2:17][CH3:18])=[O:15])[CH2:9]1)[C:2]1[CH:7]=[CH:6][CH:5]=[CH:4][CH:3]=1.[CH2:22]([NH:29][CH3:30])[C:23]1[CH:28]=[CH:27][CH:26]=[CH:25][CH:24]=1>>[CH2:1]([N:8]1[C:12](=[O:13])[CH2:11][C:10]([C:19](=[O:21])[N:29]([CH2:22][C:23]2[CH:28]=[CH:27][CH:26]=[CH:25][CH:24]=2)[CH3:30])([C:14]([O:16][CH2:17][CH3:18])=[O:15])[CH2:9]1)[C:2]1[CH:3]=[CH:4][CH:5]=[CH:6][CH:7]=1. Reported procedure: Monoethyl 1-benzyl-5-oxopyrrolidine-3,3-dicarboxylate (29.1 g) obtained in Preparative Example 1 (1) and N-benzyl-N-methylamine (12.1 g) were treated in the same manner as in Preparative Example 1 (2) to give 31 g of the object compound as an oil. Run in CCOCC (ether), C(C)O (ethanol), C(Cl)(Cl)Cl (chloroform). Reported procedure: Treatment of 1,2-dimethoxycyclobut-1-ene-3,4-dione with 4-(5-bromo-3-methylpyrid-2-yl)-butylamine in dry ether at 0° C. followed by methylamine in ethanol and chromatography in chloroform on silica gel yielded 1-methylamino-2-[4-(5-bromo-3-methylpyrid-2-yl)-butylamino]-cyclobut-1-ene-3,4-dione m.p. 190°-191° C. after recrystallisation from acetonitrile. Reactants: COC1=C(C(C1=O)=O)OC (1,2-dimethoxycyclobut-1-ene-3,4-dione), BrC=1C=C(C(=NC1)CCCCN)C (4-(5-bromo-3-methylpyrid-2-yl)-butylamine), CN (methylamine). Reaction SMILES: CO[C:3]1[C:6](=O)[C:5](=[O:8])[C:4]=1[O:9]C.[Br:11][C:12]1[CH:13]=[C:14]([CH3:23])[C:15]([CH2:18][CH2:19][CH2:20][CH2:21][NH2:22])=[N:16][CH:17]=1.[CH3:24][NH2:25]>CCOCC.C(O)C.C(Cl)(Cl)Cl>[CH3:24][NH:25][C:6]1[C:5](=[O:8])[C:4](=[O:9])[C:3]=1[NH:22][CH2:21][CH2:20][CH2:19][CH2:18][C:15]1[C:14]([CH3:23])=[CH:13][C:12]([Br:11])=[CH:17][N:16]=1. Product: CNC1=C(C(C1=O)=O)NCCCCC1=NC=C(C=C1C)Br (1-methylamino-2-[4-(5-bromo-3-methylpyrid-2-yl)-butylamino]-cyclobut-1-ene-3,4-dione). Starting materials: CC1=C(C=C(C=C1)C=1OC(=NN1)C)C1=CC=C(C=C1)C(=O)O (2′-methyl-5′-(5methyl-1,3,4-oxadiazol-2-yl)-1,1′-biphenyl-4-carboxylic acid), ClC1=C(CN)C=CC=C1 (2-chlorobenzylamine). Product: ClC1=C(CNC(=O)C2=CC=C(C=C2)C2=C(C=CC(=C2)C=2OC(=NN2)C)C)C=CC=C1 (N-(2-Chlorobenzyl)-2′-methyl-5′-(5-methyl-1,3,4-oxadiazol-2-yl)-1,1′-biphenyl-4-carboxamide). Reaction SMILES: [CH3:1][C:2]1[CH:7]=[CH:6][C:5]([C:8]2[O:9][C:10]([CH3:13])=[N:11][N:12]=2)=[CH:4][C:3]=1[C:14]1[CH:19]=[CH:18][C:17]([C:20](O)=[O:21])=[CH:16][CH:15]=1.[Cl:23][C:24]1[CH:31]=[CH:30][CH:29]=[CH:28][C:25]=1[CH2:26][NH2:27]>>[Cl:23][C:24]1[CH:31]=[CH:30][CH:29]=[CH:28][C:25]=1[CH2:26][NH:27][C:20]([C:17]1[CH:16]=[CH:15][C:14]([C:3]2[CH:4]=[C:5]([C:8]3[O:9][C:10]([CH3:13])=[N:11][N:12]=3)[CH:6]=[CH:7][C:2]=2[CH3:1])=[CH:19][CH:18]=1)=[O:21]. Procedure: N-(2-Chlorobenzyl)-2′-methyl-5′-(5-methyl-1,3,4-oxadiazol-2-yl)-1,1′-biphenyl-4-carboxamide was prepared from 2′-methyl-5′-(5methyl-1,3,4-oxadiazol-2-yl)-1,1′-biphenyl-4-carboxylic acid and 2-chlorobenzylamine using method N. NMR; δH [2H6]—DMSO 9.15,(1H, t), 8.03,(2H, d), 7.90,(1H, dd), 7.77,(1H, d), 7.56-7.53,(3H, m), 7.47,(1H, m), 7.39,(1H, m), 7.35-7.28,(2H, m), 4.57,(2H, d), 2.56,(3H, s), LCMS; retention time 3.53 min, MH+ 418/420. Starting materials: F[B-](F)(F)F, CC(NS(=O)(=O)c1cnc2n1C(C)(Cc1ccc(C#N)cc1)C(=O)N2c1cc(Cl)cc(Cl)c1)C(=O)O, CCOC(C)=O, CCN(C(C)C)C(C)C, Cl, CC(N)C(N)=O, CN(C)C=O, CN(C)C(On1nnc2ccccc21)=[N+](C)C. Product: CC(NC(=O)C(C)NS(=O)(=O)c1cnc2n1C(C)(Cc1ccc(C#N)cc1)C(=O)N2c1cc(Cl)cc(Cl)c1)C(N)=O. Reaction SMILES: [B-:37]([F:38])([F:39])([F:40])[F:41].[C:1](#[N:2])[c:3]1[cH:4][cH:5][c:6]([CH2:7][C:8]2([CH3:34])[C:9](=[O:33])[N:10]([c:25]3[cH:26][c:27]([Cl:32])[cH:28][c:29]([Cl:31])[cH:30]3)[c:11]3[n:12]2[c:13]([S:16](=[O:17])(=[O:18])[NH:19][CH:20]([C:21](=[O:22])[OH:23])[CH3:24])[cH:14][n:15]3)[cH:35][cH:36]1.[CH3:80][CH2:81][O:82][C:83]([CH3:84])=[O:85].[CH:66]([N:67]([CH2:68][CH3:69])[CH:70]([CH3:71])[CH3:72])([CH3:73])[CH3:74].[ClH:59].[NH2:60][CH:61]([CH3:62])[C:63](=[O:64])[NH2:65].[O:75]=[CH:76][N:77]([CH3:78])[CH3:79].[n:42]1([O:43][C:44]([N:45]([CH3:46])[CH3:47])=[N+:48]([CH3:49])[CH3:50])[c:51]2[cH:52][cH:53][cH:54][cH:55][c:56]2[n:57][n:58]1>>[C:1](#[N:2])[c:3]1[cH:4][cH:5][c:6]([CH2:7][C:8]2([CH3:34])[C:9](=[O:33])[N:10]([c:25]3[cH:26][c:27]([Cl:32])[cH:28][c:29]([Cl:31])[cH:30]3)[c:11]3[n:12]2[c:13]([S:16](=[O:17])(=[O:18])[NH:19][CH:20]([C:21](=[O:23])[NH:60][CH:61]([CH3:62])[C:63](=[O:64])[NH2:65])[CH3:24])[cH:14][n:15]3)[cH:35][cH:36]1. Reactants: ClCCl, Cc1ccc(C(=O)O)cc1-n1cnc2ccc(OC3CCN(C(C)C)C3)cc2c1=O, Nc1ccon1, CN(C)C=O, O=S(Cl)Cl. Yields the product Cc1ccc(C(=O)Nc2ccon2)cc1-n1cnc2ccc(OC3CCN(C(C)C)C3)cc2c1=O. Reaction SMILES: [CH2:46]([Cl:47])[Cl:48].[CH:1]([CH3:2])([CH3:3])[N:4]1[CH2:5][CH:6]([O:9][c:10]2[cH:11][c:12]3[c:13](=[O:30])[n:14](-[c:20]4[cH:21][c:22]([C:23](=[O:24])[OH:25])[cH:26][cH:27][c:28]4[CH3:29])[cH:15][n:16][c:17]3[cH:18][cH:19]2)[CH2:7][CH2:8]1.[NH2:40][c:41]1[n:42][o:43][cH:44][cH:45]1.[O:31]=[CH:32][N:33]([CH3:34])[CH3:35].[S:36]([Cl:37])([Cl:38])=[O:39]>>[CH:1]([CH3:2])([CH3:3])[N:4]1[CH2:5][CH:6]([O:9][c:10]2[cH:11][c:12]3[c:13](=[O:30])[n:14](-[c:20]4[cH:21][c:22]([C:23](=[O:24])[NH:40][c:41]5[n:42][o:43][cH:44][cH:45]5)[cH:26][cH:27][c:28]4[CH3:29])[cH:15][n:16][c:17]3[cH:18][cH:19]2)[CH2:7][CH2:8]1. The reactants are CC(C)[Si](OCCCCBr)(C(C)C)C(C)C, CN(C)C=O, [H-], [Na+], [Na+], O=C1COc2ccc(CO)cc2N1, O=C([O-])O. Yields the product CC(C)[Si](OCCCCN1C(=O)COc2ccc(CO)cc21)(C(C)C)C(C)C. As a reaction SMILES: [Br:16][CH2:17][CH2:18][CH2:19][CH2:20][O:21][Si:22]([CH:23]([CH3:24])[CH3:25])([CH:26]([CH3:27])[CH3:28])[CH:29]([CH3:30])[CH3:31].[CH3:37][N:38]([CH3:39])[CH:40]=[O:41].[H-:14].[Na+:15].[Na+:32].[OH:1][CH2:2][c:3]1[cH:4][cH:5][c:6]2[c:7]([cH:13]1)[NH:8][C:9](=[O:12])[CH2:10][O:11]2.[OH:33][C:34](=[O:35])[O-:36]>>[OH:1][CH2:2][c:3]1[cH:4][cH:5][c:6]2[c:7]([cH:13]1)[N:8]([CH2:17][CH2:18][CH2:19][CH2:20][O:21][Si:22]([CH:23]([CH3:24])[CH3:25])([CH:26]([CH3:27])[CH3:28])[CH:29]([CH3:30])[CH3:31])[C:9](=[O:12])[CH2:10][O:11]2. Starting materials: COC1=CC=C(C=C1)CCO (4-Methoxybenzeneethanol), BrCCCCCCBr (1,6-dibromohexane), [OH-].[Na+] (NaOH). Reagents/catalysts: S([O-])(O)(=O)=O.C(CCC)[N+](CCCC)(CCCC)CCCC (tetra-n-butyl ammonium bisulphate). Run in O (H2O). Product: BrCCCCCCOCCC1=CC=C(C=C1)OC (1-[2-[(6-Bromohexyl)oxy]ethyl]-4-methoxybenzene). The yield is 237.5%. RXN SMILES: [CH3:1][O:2][C:3]1[CH:8]=[CH:7][C:6]([CH2:9][CH2:10][OH:11])=[CH:5][CH:4]=1.[Br:12][CH2:13][CH2:14][CH2:15][CH2:16][CH2:17][CH2:18]Br.[OH-].[Na+]>S(=O)(=O)(O)[O-].C([N+](CCCC)(CCCC)CCCC)CCC.O>[Br:12][CH2:13][CH2:14][CH2:15][CH2:16][CH2:17][CH2:18][O:11][CH2:10][CH2:9][C:6]1[CH:7]=[CH:8][C:3]([O:2][CH3:1])=[CH:4][CH:5]=1 |f:2.3,4.5|. Procedure: 4-Methoxybenzeneethanol (5.0 g) and 1,6-dibromohexane (23.7 g) were stirred rapidly at RT with tetra-n-butyl ammonium bisulphate (0.94 g) and 12.5 M aqueous NaOH (30 ml) for 16 h. The mixture was diluted with H2O (125 ml), extracted with ER (3×150 ml) and the combined organic extracts were washed consecutively with H2O (125 ml), BR (125 ml), dried and evaporated to give an oil (24.6 g). The oil was purified by [FCS] eluting with ER-CX (0:100→4:96) to give the title compound as a colourless oil (...